From a dataset of the Open Reaction Database (ORD), a public repository of structured organic reaction records. describe an organic reaction: reactants, conditions, products, and yield Reactants: COC1=C(C=CC(=C1)OC)C1=CC(NC(N1CC(=O)O)=S)=O (2-(6-(2,4-dimethoxyphenyl)-4-oxo-2-thioxo-3,4-dihydropyrimidin-1(2H)-yl)acetic acid), NCCNC(OC(C)(C)C)=O (tert-butyl (2-aminoethyl)carbamate), N1=CC=CC=C1 (pyridine). Run in CN(C)C=O (DMF), CCOC(=O)C (EtOAc). Run at time 15 minute. The product is COC1=C(C=CC(=C1)OC)C1=CC(NC(N1CC(=O)NCCNC(OC(C)(C)C)=O)=S)=O (tert-Butyl (2-(2-(6-(2,4-dimethoxyphenyl)-4-oxo-2-thioxo-3,4-dihydropyrimidin-1(2H)-yl)acetamido)ethyl)carbamate). Yield: 85.1%. RXN SMILES: [CH3:1][O:2][C:3]1[CH:8]=[C:7]([O:9][CH3:10])[CH:6]=[CH:5][C:4]=1[C:11]1[N:16]([CH2:17][C:18]([OH:20])=O)[C:15](=[S:21])[NH:14][C:13](=[O:22])[CH:12]=1.[NH2:23][CH2:24][CH2:25][NH:26][C:27](=[O:33])[O:28][C:29]([CH3:32])([CH3:31])[CH3:30].N1C=CC=CC=1>CN(C=O)C.CCOC(C)=O>[CH3:1][O:2][C:3]1[CH:8]=[C:7]([O:9][CH3:10])[CH:6]=[CH:5][C:4]=1[C:11]1[N:16]([CH2:17][C:18]([NH:23][CH2:24][CH2:25][NH:26][C:27](=[O:33])[O:28][C:29]([CH3:31])([CH3:30])[CH3:32])=[O:20])[C:15](=[S:21])[NH:14][C:13](=[O:22])[CH:12]=1. Procedure details: To a solution of 2-(6-(2,4-dimethoxyphenyl)-4-oxo-2-thioxo-3,4-dihydropyrimidin-1(2H)-yl)acetic acid (40 g, 124 mmol) in DMF (300 mL) was added tert-butyl (2-aminoethyl)carbamate (40 g, 250 mmol) and pyridine (30 mL), and the mixture was stirred at room temperature for 15 minutes. The solution was cooled to 0° C. and it was purged with nitrogen gas for 3 times. After 10 minutes, a 50% solution of T3P in DMF (109 mL) was added drop-wise at 0° C., and stirring was continued for 1 hour, whereupon t...